Dataset: the Open Reaction Database (ORD), a public repository of structured organic reaction records. Task: describe an organic reaction: reactants, conditions, products, and yield Reactants: C1CCCCC1, CCOC(=O)C1CCN(c2ccc(C(C)(C)C)cc2)CC1, [Li]CCCC, CI, CC(C)NC(C)C, C1CCOC1. The product is CCOC(=O)C1(C)CCN(c2ccc(C(C)(C)C)cc2)CC1. Reaction SMILES: [CH2:13]1[CH2:14][CH2:15][CH2:16][CH2:17][CH2:18]1.[CH2:19]([CH3:20])[O:21][C:22](=[O:23])[CH:24]1[CH2:25][CH2:26][N:27]([c:30]2[cH:31][cH:32][c:33]([C:36]([CH3:37])([CH3:38])[CH3:39])[cH:34][cH:35]2)[CH2:28][CH2:29]1.[CH2:8]([Li:9])[CH2:10][CH2:11][CH3:12].[CH3:40][I:41].[CH:1]([NH:2][CH:3]([CH3:4])[CH3:5])([CH3:6])[CH3:7].[O:42]1[CH2:43][CH2:44][CH2:45][CH2:46]1>>[CH3:1][C:24]1([C:22]([O:21][CH2:19][CH3:20])=[O:23])[CH2:25][CH2:26][N:27]([c:30]2[cH:31][cH:32][c:33]([C:36]([CH3:37])([CH3:38])[CH3:39])[cH:34][cH:35]2)[CH2:28][CH2:29]1. Reactants: O=C(C(=O)O)CCC(=O)O (2-oxoglutaric acid), C(CC)N (n-propylamine). Yields the product C(CC)NC(C(CCC(=O)O)=O)=O (5-n-propylamino-4,5-dioxopentanoic acid). Reaction SMILES: [O:1]=[C:2]([CH2:6][CH2:7][C:8]([OH:10])=[O:9])[C:3]([OH:5])=O.[CH2:11]([NH2:14])[CH2:12][CH3:13]>>[CH2:11]([NH:14][C:3](=[O:5])[C:2](=[O:1])[CH2:6][CH2:7][C:8]([OH:10])=[O:9])[CH2:12][CH3:13]. Reported procedure: Using 1.46 g of 2-oxoglutaric acid and 0.828 ml of n-propylamine, there was obtained 496 mg of the subject Compound (85), by conducting a reaction and treatment analogous to Example 83, as pale yellow crystals, m.p. 79°-81° C. Starting materials: C(C)OC(C(CC1=CC=C(C=C1)O)(C)OC1=CC=C(C=C1)F)=O (2-(4-fluorophenoxy)-3-(4-hydroxy-phenyl)-2-methyl-propionic acid ethyl ester), C1(=CC=CC=C1)C=1OC(=C(N1)CCOS(=O)(=O)C1=CC=C(C=C1)C)C (toluene-4-sulfonic acid 2-(2-phenyl-5-methyl-oxazol-4-yl)-ethyl ester). The product is C1(CCCCC1)C=1OC(=C(N1)CCOC1=CC=C(C=C1)CC(C(=O)O)(C)OC1=CC=C(C=C1)F)C (3-{4-[2-(2-Cyclohexyl-5-methyl-oxazol-4-yl)-ethoxy]-phenyl}-2-(4-fluoro-phenoxy)-2-methyl-propionic acid). Reaction SMILES: C([O:3][C:4](=[O:23])[C:5]([O:15][C:16]1[CH:21]=[CH:20][C:19]([F:22])=[CH:18][CH:17]=1)([CH3:14])[CH2:6][C:7]1[CH:12]=[CH:11][C:10]([OH:13])=[CH:9][CH:8]=1)C.[C:24]1([C:30]2[O:31][C:32]([CH3:48])=[C:33]([CH2:35][CH2:36]OS(C3C=CC(C)=CC=3)(=O)=O)[N:34]=2)[CH:29]=[CH:28][CH:27]=[CH:26][CH:25]=1>>[CH:24]1([C:30]2[O:31][C:32]([CH3:48])=[C:33]([CH2:35][CH2:36][O:13][C:10]3[CH:9]=[CH:8][C:7]([CH2:6][C:5]([O:15][C:16]4[CH:17]=[CH:18][C:19]([F:22])=[CH:20][CH:21]=4)([CH3:14])[C:4]([OH:3])=[O:23])=[CH:12][CH:11]=3)[N:34]=2)[CH2:25][CH2:26][CH2:27][CH2:28][CH2:29]1. Procedure details: The title compound was prepared from 2-(4-fluorophenoxy)-3-(4-hydroxy-phenyl)-2-methyl-propionic acid ethyl ester and toluene-4-sulfonic acid 2-(2-phenyl-5-methyl-oxazol-4-yl)-ethyl ester using the procedure of Example 63. 1H NMR (400 MHz, CDCl3) δ 7.17 (d, 2H, J=8.60 Hz), 6.95-6.85 (m, 4H), 6.79 (d, 2H, J=8.60 Hz), 4.12 (t, 2H, J=6.26 Hz), 3.20 (d, 1H, J=14.08 Hz), 3.11 (d, 1H, J=14.08 Hz), 2.95 (t, 2H, J=6.26 Hz), 2.85 (tt, 1H, J=11.73 Hz, J=3.52 Hz), 2.30 (s, 3H), 2.02-1.99 (m, 2H), 1.83-1.78... Starting materials: CON(C)C(=O)c1cn(-c2cccc(-c3ccccc3C#N)c2)cn1, Cc1cncs1. The product is Cc1cnc(C(=O)c2cn(-c3cccc(-c4ccccc4C#N)c3)cn2)s1. Reaction SMILES: [CH3:1][O:2][N:3]([C:4](=[O:5])[c:6]1[n:7][cH:8][n:9](-[c:11]2[cH:12][c:13](-[c:17]3[c:18]([C:23]#[N:24])[cH:19][cH:20][cH:21][cH:22]3)[cH:14][cH:15][cH:16]2)[cH:10]1)[CH3:25].[CH3:26][c:27]1[cH:28][n:29][cH:30][s:31]1>>[C:4](=[O:5])([c:6]1[n:7][cH:8][n:9](-[c:11]2[cH:12][c:13](-[c:17]3[c:18]([C:23]#[N:24])[cH:19][cH:20][cH:21][cH:22]3)[cH:14][cH:15][cH:16]2)[cH:10]1)[c:30]1[n:29][cH:28][c:27]([CH3:26])[s:31]1. Starting materials: CCOC(=O)CBr, O=C([O-])[O-], CO, NC1CCc2ccccc21, [K+], [K+]. Yields the product CCOC(=O)CNC1CCc2ccccc21. RXN SMILES: [Br:17][CH2:18][C:19](=[O:20])[O:21][CH2:22][CH3:23].[C:11](=[O:12])([O-:13])[O-:14].[CH3:24][OH:25].[CH:1]1([NH2:10])[CH2:2][CH2:3][c:4]2[cH:5][cH:6][cH:7][cH:8][c:9]21.[K+:15].[K+:16]>>[CH:1]1([NH:10][CH2:18][C:19](=[O:20])[O:21][CH2:22][CH3:23])[CH2:2][CH2:3][c:4]2[cH:5][cH:6][cH:7][cH:8][c:9]21. The reactants are COC(=O)C1=CN(C2=CC=C(C=C12)F)NC(=O)C=1C(=NC(=NC1)C1=NC=CC=C1)C (5-fluoro-1-[(4-methyl-2-pyridin-2-yl-pyrimidine-5-carbonyl)-amino]-1H-indole-3-carboxylic acid methyl ester), [OH-].[K+] (KOH). Solvent: CO (MeOH), O (H2O), CCOC(=O)C (EtOAc). Product: FC=1C=C2C(=CN(C2=CC1)NC(=O)C=1C(=NC(=NC1)C1=NC=CC=C1)C)C(=O)O (5-fluoro-1-[(4-methyl-2-pyridin-2-yl-pyrimidine-5-carbonyl)-amino]-1H-indole-3-carboxylic acid). Yield: 19.2%. As a reaction SMILES: C[O:2][C:3]([C:5]1[C:13]2[C:8](=[CH:9][CH:10]=[C:11]([F:14])[CH:12]=2)[N:7]([NH:15][C:16]([C:18]2[C:19]([CH3:30])=[N:20][C:21]([C:24]3[CH:29]=[CH:28][CH:27]=[CH:26][N:25]=3)=[N:22][CH:23]=2)=[O:17])[CH:6]=1)=[O:4].[OH-].[K+]>CO.O.CCOC(C)=O>[F:14][C:11]1[CH:12]=[C:13]2[C:8](=[CH:9][CH:10]=1)[N:7]([NH:15][C:16]([C:18]1[C:19]([CH3:30])=[N:20][C:21]([C:24]3[CH:29]=[CH:28][CH:27]=[CH:26][N:25]=3)=[N:22][CH:23]=1)=[O:17])[CH:6]=[C:5]2[C:3]([OH:4])=[O:2] |f:1.2|. Procedure details: A solution of 5-fluoro-1-[(4-methyl-2-pyridin-2-yl-pyrimidine-5-carbonyl)-amino]-1H-indole-3-carboxylic acid methyl ester (2.6 mmol) in MeOH (10 mL) is treated with an aqueous solution of KOH (500 mg, 8.9 mmol) in H2O (200 mL) and heated at reflux for 2 h. The mixture is diluted with EtOAc (50 mL) and extracted with 1% aqueous KOH (3×50 mL). The combined aqueous layer is neutralized with HCl (conc.), and the precipitate is collected by filtration and dried in vacuo to afford 5-fluoro-1-[(4-methy...